Dataset: the Open Reaction Database (ORD), a public repository of structured organic reaction records. Task: describe an organic reaction: reactants, conditions, products, and yield Starting materials: CC(C)OC1=C(C(=CC=C1)OC(C)C)C2=CC=CC=C2P(C3CCCCC3)C4CCCCC4 (Ruphos), CN1N=CC2=C1CNCC2 (1-methyl-4,5,6,7-tetrahydro-1H-pyrazolo[3,4-c]pyridine), BrC=1C=C(OCC(CN2CC3=CC=CC=C3CC2)O)C=CC1 (1-(3-bromophenoxy)-3-(3,4-dihydroisoquinolin-2(1H)-yl)propan-2-ol), C(=O)([O-])[O-].[Cs+].[Cs+] (Cs2CO3), Pd(Ruphos). Run in O1CCOCC1 (dioxane), O (H2O). Conditions: temperature 100 celsius, time 16 hour. Yields the product C1N(CCC2=CC=CC=C12)CC(COC1=CC(=CC=C1)N1CC2=C(CC1)C=NN2C)O (1-(3,4-dihydroisoquinolin-2(1H)-yl)-3-(3-(1-methyl-4,5-dihydro-1H-pyrazolo[3,4-c]pyridin-6(7H)-yl)phenoxy)propan-2-ol). Isolated yield 18.5%. Reaction SMILES: [CH3:1][N:2]1[C:6]2[CH2:7][NH:8][CH2:9][CH2:10][C:5]=2[CH:4]=[N:3]1.Br[C:12]1[CH:13]=[C:14]([CH:30]=[CH:31][CH:32]=1)[O:15][CH2:16][CH:17]([OH:29])[CH2:18][N:19]1[CH2:28][CH2:27][C:26]2[C:21](=[CH:22][CH:23]=[CH:24][CH:25]=2)[CH2:20]1.C([O-])([O-])=O.[Cs+].[Cs+].CC(OC1C=CC=C(OC(C)C)C=1C1C(P(C2CCCCC2)C2CCCCC2)=CC=CC=1)C>O1CCOCC1.O>[CH2:20]1[C:21]2[C:26](=[CH:25][CH:24]=[CH:23][CH:22]=2)[CH2:27][CH2:28][N:19]1[CH2:18][CH:17]([OH:29])[CH2:16][O:15][C:14]1[CH:30]=[CH:31][CH:32]=[C:12]([N:8]2[CH2:9][CH2:10][C:5]3[CH:4]=[N:3][N:2]([CH3:1])[C:6]=3[CH2:7]2)[CH:13]=1 |f:2.3.4|. Reported procedure: To a stirred mixture of 1-methyl-4,5,6,7-tetrahydro-1H-pyrazolo[3,4-c]pyridine (30 mg, 0.219 mmol) in dioxane:H2O (6 mL, 2:1) was added 1-(3-bromophenoxy)-3-(3,4-dihydroisoquinolin-2(1H)-yl)propan-2-ol (119 mg, 0.328 mmol), Cs2CO3 (213 mg, 0.657 mmol) and then Ruphos (2 mg) and Pd(Ruphos) (5 mg). The mixture was degassed by N2 4 times and stirred at 100° C. for 16 hours. The reaction mixture was then quenched with water (20 mL), extracted with ethyl acetate (3×20 mL). The combined extracts were ... Reactants: C(C)OC(CCN(C(CN(C)C(CC1=CC(=C(C=C1)NC(=O)NC1=C(C=CC=C1)C)OC)=O)=O)CC1=CC(=C(C=C1)OC)OC)=O (3-{(3,4-dimethoxy-benzyl)-[({[3-methoxy-4-(3-o-tolylureido)phenyl]-acetyl}-N-methylamino)-acetyl]-amino}-propionic acid ethyl ester), [OH-].[Na+] (sodium hydroxide). Run in C(C)O (ethanol). The product is COC=1C=C(CN(CCC(=O)O)C(CN(C)C(CC2=CC(=C(C=C2)NC(=O)NC2=C(C=CC=C2)C)OC)=O)=O)C=CC1OC (3-{(3,4-dimethoxy-benzyl)-[({[3-methoxy-4-(3-o-tolylureido)phenyl]-acetyl}-N-methylamino)-acetyl]-amino}-propionic acid). Procedure: A solution of 3-{(3,4-dimethoxy-benzyl)-[({[3-methoxy-4-(3-o-tolylureido)phenyl]-acetyl}-N-methylamino)-acetyl]-amino}-propionic acid ethyl ester [2.0 g, Reference Example 4(a)] in ethanol (50 ml) was treated with sodium hydroxide (3.5 ml, 1M). After stirring at room temperature for 3 hours the mixture was concentrated to dryness. The residue was dissolved in water (12 ml) and the pH of the solution was adjusted to 1.0 by addition of concentrated hydrochloric acid (0.25 ml) and then extracted th... Reaction SMILES: C([O:3][C:4](=[O:46])[CH2:5][CH2:6][N:7]([CH2:35][C:36]1[CH:41]=[CH:40][C:39]([O:42][CH3:43])=[C:38]([O:44][CH3:45])[CH:37]=1)[C:8](=[O:34])[CH2:9][N:10]([C:12](=[O:33])[CH2:13][C:14]1[CH:19]=[CH:18][C:17]([NH:20][C:21]([NH:23][C:24]2[CH:29]=[CH:28][CH:27]=[CH:26][C:25]=2[CH3:30])=[O:22])=[C:16]([O:31][CH3:32])[CH:15]=1)[CH3:11])C.[OH-].[Na+]>C(O)C>[CH3:45][O:44][C:38]1[CH:37]=[C:36]([CH:41]=[CH:40][C:39]=1[O:42][CH3:43])[CH2:35][N:7]([C:8](=[O:34])[CH2:9][N:10]([C:12](=[O:33])[CH2:13][C:14]1[CH:19]=[CH:18][C:17]([NH:20][C:21]([NH:23][C:24]2[CH:29]=[CH:28][CH:27]=[CH:26][C:25]=2[CH3:30])=[O:22])=[C:16]([O:31][CH3:32])[CH:15]=1)[CH3:11])[CH2:6][CH2:5][C:4]([OH:46])=[O:3] |f:1.2|. Conditions: time 3 hour. The reactants are ClC1=C(C=NC=C1)[N+](=O)[O-] (4-chloro-3-nitropyridine), NCC(CO)O (3-amino-1,2-propanediol). Run in C(C)(C)O (isopropanol). Product: OC(CNC1=C(C=NC=C1)[N+](=O)[O-])CO (4-(2,3-dihydroxy-1-propylamino)-3-nitropyridine). Isolated yield 33.8%. Reaction SMILES: Cl[C:2]1[CH:7]=[CH:6][N:5]=[CH:4][C:3]=1[N+:8]([O-:10])=[O:9].[NH2:11][CH2:12][CH:13]([OH:16])[CH2:14][OH:15]>C(O)(C)C>[OH:16][CH:13]([CH2:14][OH:15])[CH2:12][NH:11][C:2]1[CH:7]=[CH:6][N:5]=[CH:4][C:3]=1[N+:8]([O-:10])=[O:9]. Procedure details: A solution of 4-chloro-3-nitropyridine (1.1 g, 6.94 mmol) and 3-amino-1,2-propanediol (1.22 g, 13.4 mmol) in isopropanol (50 ml) was stirred at 20°-25° C. for 20 hours and then concentrated under reduced pressure. Flash chromatography of the residue over silica gel and elution with 10% MeOH-90% CHCl3 gave pure 4-(2,3-dihydroxy-1-propylamino)-3-nitropyridine (500 mg, 33.8%). An analytically pure sample, m.p. 131°-35° C., was obtained upon recrystallization from MeOH-EtOAc-hexane. Reactants: CN(CC(=O)O)NC(=O)NCc1ccncc1, CCOC(OCC)C(C)N(Cc1cccc2ccccc12)C(=O)C(N)CCCCNC(=O)OC(C)(C)C. Yields the product CCOC(OCC)C(C)N(Cc1cccc2ccccc12)C(=O)C(CCCCNC(=O)OC(C)(C)C)NC(=O)CN(C)NC(=O)NCc1ccncc1. As a reaction SMILES: [CH3:1][N:2]([NH:3][C:4]([NH:5][CH2:6][c:7]1[cH:8][cH:9][n:10][cH:11][cH:12]1)=[O:13])[CH2:14][C:15](=[O:16])[OH:17].[NH2:18][CH:19]([CH2:20][CH2:21][CH2:22][CH2:23][NH:24][C:25]([O:26][C:27]([CH3:28])([CH3:29])[CH3:30])=[O:31])[C:32](=[O:33])[N:34]([CH2:35][c:36]1[cH:37][cH:38][cH:39][c:40]2[cH:41][cH:42][cH:43][cH:44][c:45]12)[CH:46]([CH:47]([O:48][CH2:49][CH3:50])[O:51][CH2:52][CH3:53])[CH3:54]>>[CH3:1][N:2]([NH:3][C:4]([NH:5][CH2:6][c:7]1[cH:8][cH:9][n:10][cH:11][cH:12]1)=[O:13])[CH2:14][C:15](=[O:17])[NH:18][CH:19]([CH2:20][CH2:21][CH2:22][CH2:23][NH:24][C:25]([O:26][C:27]([CH3:28])([CH3:29])[CH3:30])=[O:31])[C:32](=[O:33])[N:34]([CH2:35][c:36]1[cH:37][cH:38][cH:39][c:40]2[cH:41][cH:42][cH:43][cH:44][c:45]12)[CH:46]([CH:47]([O:48][CH2:49][CH3:50])[O:51][CH2:52][CH3:53])[CH3:54]. As a reaction SMILES: [CH3:64][O:65][CH2:66][CH2:67][O:68][CH3:69].[F:12][C:13]1([CH2:19][CH:20]([CH2:21][N:22]([C:23]([O:24][C:25]([CH3:26])([CH3:27])[CH3:28])=[O:29])[CH3:30])[NH:31][S:32]([c:33]2[cH:34][cH:35][c:36]([CH3:37])[cH:38][cH:39]2)(=[O:40])=[O:41])[CH2:14][CH2:15][CH2:16][CH2:17][CH2:18]1.[Na+:52].[Na:1].[S:53]([NH-:54])([c:55]1[cH:56][cH:57][c:58]([CH3:59])[cH:60][cH:61]1)(=[O:62])=[O:63].[c-:42]1[c:43]2[c:44]([cH:45][cH:46][cH:47][cH:48]2)[cH:49][cH:50][cH:51]1.[cH:2]1[cH:3][c:4]2[c:5]([cH:6][cH:7][cH:8][cH:9]2)[cH:10][cH:11]1>>[F:12][C:13]1([CH2:19][CH:20]([CH2:21][N:22]([C:23]([O:24][C:25]([CH3:26])([CH3:27])[CH3:28])=[O:29])[CH3:30])[NH2:31])[CH2:14][CH2:15][CH2:16][CH2:17][CH2:18]1. The reactants are COCCOC, Cc1ccc(S(=O)(=O)NC(CN(C)C(=O)OC(C)(C)C)CC2(F)CCCCC2)cc1, [Na+], [Na], Cc1ccc(S([NH-])(=O)=O)cc1, [c-]1cccc2ccccc12, c1ccc2ccccc2c1. Yields the product CN(CC(N)CC1(F)CCCCC1)C(=O)OC(C)(C)C. Starting materials: compound I, C(CC)C1COC(OC1)C1CCC(CC1)CCCCCCC (5-propyl-2-(4-heptylcyclohexyl)-1,3 dioxane), C(CC)C1COC(OC1)C1CCC(CC1)CCCCCCC (5-propyl-2-(4-heptylcyclohexyl)-1,3 dioxane), C(C)C1COC(OC1)C1CCC(CC1)CCCCC (5-ethyl-2-(4-pentylcyclohexyl)-1,3-dioxane), C(CCCC)C1CCC(CC1)[C@@H]1CC[C@H](CC1)C=O (Trans-4(4-pentylcyclohexyl) cyclohexane carboxaldehyde), C(CCCC)C1CCC(CC1)[C@@H]1CC[C@H](CC1)C=O (Trans-4(4-pentylcyclohexyl) cyclohexane carboxaldehyde), C(CCCC)C1CCC(CC1)[C@@H]1CC[C@H](CC1)C=O (Trans-4(4-pentylcyclohexyl) cyclohexane carboxaldehyde), C(C)C1COC(OC1)C1CCC(CC1)CCCCC (5-ethyl-2-(4-pentylcyclohexyl)-1,3-dioxane), C1(CCCCC1)C1OCCOC1 (cyclohexyl dioxane), C(C)C1COC(OC1)C1CCC(CC1)CCCCC (5-ethyl-2-(4-pentylcyclohexyl)-1,3-dioxane), C(CC)C1COC(OC1)C1CCC(CC1)CCCCCCC (5-propyl-2-(4-heptylcyclohexyl)-1,3 dioxane). Reaction SMILES: [CH:1]1([CH:7]2COCC[O:8]2)[CH2:6]C[CH2:4][CH2:3][CH2:2]1.C(C1COC(C2CCC(CCCCC)CC2)OC1)C.C(C1COC(C2CCC(CCCCCCC)CC2)OC1)CC.[CH2:54]([CH:59]1[CH2:64][CH2:63][CH:62]([C@H:65]2[CH2:70][CH2:69][C@H:68]([CH:71]=[O:72])[CH2:67][CH2:66]2)[CH2:61][CH2:60]1)[CH2:55][CH2:56][CH2:57][CH3:58]>>[CH2:2]([CH:1]1[CH2:7][O:8][CH:71]([CH:68]2[CH2:67][CH2:66][CH:65]([CH:62]3[CH2:63][CH2:64][CH:59]([CH2:54][CH2:55][CH2:56][CH2:57][CH3:58])[CH2:60][CH2:61]3)[CH2:70][CH2:69]2)[O:72][CH2:6]1)[CH2:3][CH3:4]. Reported procedure: An example of the efficacy of compounds of the invention (compound I) in broadening the nematic temperature range of admixtures including two ring cyclohexyl dioxane compounds is as follows. A binary eutectic mixture comprising 0.745 mole fraction of 5-ethyl-2-(4-pentylcyclohexyl)-1,3-dioxane (compound A) and 0.255 mole fraction of 5-propyl-2-(4-heptylcyclohexyl)-1,3 dioxane (compound B) exhibits a nematic temperature range of 12.5° C. to 26.5° C. Addition of a three ring compound of the formula... Yields the product C(CC)C1COC(OC1)C1CCC(CC1)C1CCC(CC1)CCCCC (5-propyl-2-(4-(4-pentylcyclohexyl) cyclohexyl)-1,3-dioxane). The reactants are C(=O)(O)[O-].[Na+] (NaHCO3), C(C)(=O)O (acetic acid), C(C)(=O)OC(C)=O (acetic anhydride), COC(=O)C=1SC(=CC1N(C(=O)[C@@H]1CC[C@H](CC1)C)[C@@H]1CC[C@H](CC1)O)C1=CCCCC1 (5-cyclohex-1-enyl-3-[(trans-4-hydroxy-cyclohexyl)-(trans-4-methyl-cyclohexanecarbonyl)-amino]-thiophene-2-carboxylic acid methyl ester), CS(=O)C (DMSO). Reaction conditions: time 1.5 hour. The product is COC(=O)C=1SC(=CC1N([C@@H]1CC[C@H](CC1)OCSC)C(=O)[C@@H]1CC[C@H](CC1)C)C1=CCCCC1 (5-cyclohex-1-enyl-3-[(trans-4-methyl-cyclohexanecarbonyl)-(trans-4-methylsulfanylmethoxy-cyclohexyl)-amino]-thiophene-2-carboxylic acid methyl ester). As a reaction SMILES: [CH3:1][O:2][C:3]([C:5]1[S:6][C:7]([C:27]2[CH2:32][CH2:31][CH2:30][CH2:29][CH:28]=2)=[CH:8][C:9]=1[N:10]([C@H:20]1[CH2:25][CH2:24][C@H:23]([OH:26])[CH2:22][CH2:21]1)[C:11]([C@H:13]1[CH2:18][CH2:17][C@H:16]([CH3:19])[CH2:15][CH2:14]1)=[O:12])=[O:4].C(O)(=O)C.C(OC(=O)C)(=O)C.C([O-])(O)=O.[Na+].[CH3:49][S:50]([CH3:52])=O>>[CH3:1][O:2][C:3]([C:5]1[S:6][C:7]([C:27]2[CH2:32][CH2:31][CH2:30][CH2:29][CH:28]=2)=[CH:8][C:9]=1[N:10]([C:11]([C@H:13]1[CH2:14][CH2:15][C@H:16]([CH3:19])[CH2:17][CH2:18]1)=[O:12])[C@H:20]1[CH2:25][CH2:24][C@H:23]([O:26][CH2:49][S:50][CH3:52])[CH2:22][CH2:21]1)=[O:4] |f:3.4|. Reported procedure: To a solution of 5-cyclohex-1-enyl-3-[(trans-4-hydroxy-cyclohexyl)-(trans-4-methyl-cyclohexanecarbonyl)-amino]-thiophene-2-carboxylic acid methyl ester (25 mg, 0.054 mmol) in DMSO (0.2 mL) was added a mixture of acetic acid and acetic anhydride (1:5.6) (0.17 mL). After stirring for 1.5 h at room temperature it was held at 40° C. for 5 h. It was cooled to room temperature and stirred for 16 h. The mixture was cooled in ice-bath and NaHCO3 solution was added carefully. It was extracted with ether.... Solvent: CN(C=O)C (dimethylformamide). Reaction SMILES: [CH2:1]([CH:3]1[CH:29]=[C:28]([CH3:30])[CH2:27][CH:26]([CH3:31])[CH2:25][CH:24]([O:32][CH3:33])[CH:23]2[O:34][C:19]([OH:38])([CH:20]([CH3:37])[CH2:21][CH:22]2[O:35][CH3:36])[C:18](=[O:39])[C:17](=[O:40])[N:16]2[CH:11]([CH2:12][CH2:13][CH2:14][CH2:15]2)[C:10](=[O:41])[O:9][CH:8]([C:42]([CH3:63])=[CH:43][CH:44]2[CH2:49][CH2:48][CH:47](S(C3C=CC=CC=3[N+]([O-])=O)(=O)=O)[CH:46]([OH:62])[CH2:45]2)[CH:7]([CH3:64])[CH:6]([OH:65])[CH2:5][C:4]1=[O:66])[CH3:2].[N-:67]=[N+:68]=[N-:69].[Na+].O>CN(C)C=O>[CH2:1]([CH:3]1[CH:29]=[C:28]([CH3:30])[CH2:27][CH:26]([CH3:31])[CH2:25][CH:24]([O:32][CH3:33])[CH:23]2[O:34][C:19]([OH:38])([CH:20]([CH3:37])[CH2:21][CH:22]2[O:35][CH3:36])[C:18](=[O:39])[C:17](=[O:40])[N:16]2[CH:11]([CH2:12][CH2:13][CH2:14][CH2:15]2)[C:10](=[O:41])[O:9][CH:8]([C:42]([CH3:63])=[CH:43][CH:44]2[CH2:49][CH2:48][CH:47]([N:67]=[N+:68]=[N-:69])[CH:46]([OH:62])[CH2:45]2)[CH:7]([CH3:64])[CH:6]([OH:65])[CH2:5][C:4]1=[O:66])[CH3:2] |f:1.2|. Reported procedure: To a stirred solution of 17-ethyl-1,14-dihydroxy-12-{2'-[4"-(o-nitrobenzenesulfonyl)-3"-hydroxycyclohexyl]-1'-methylvinyl}-23,25-dimethoxy-13,19,21,27-tetramethyl-11,28-dioxa-4-azatricyclo[22.3.1.04,9 ]octacos-18-ene-2,3,10,16-tetraone (87 mg) in dry dimethylformamide (1 ml) is added sodium azide (16.7 mg) in one portion. The reaction is heated at 80° C. under nitrogen atmosphere for 3 hr. The reaction mixture is cooled, poured into water (5 ml) and extracted with ethyl acetate. Normal work-up f... Product: C(C)C1C(CC(C(C(OC(C2CCCCN2C(C(C2(C(CC(C(C(CC(CC(=C1)C)C)OC)O2)OC)C)O)=O)=O)=O)C(=CC2CC(C(CC2)N=[N+]=[N-])O)C)C)O)=O (17-Ethyl-1,14-dihydroxy-12-[2'-(4"-azido-3"-hydroxycyclohexyl)-1'-methylvinyl]-23,25-dimethoxy-13,19,21,27-tetramethyl-11,28-dioxa-4-azatricyclo[22.3.1.04,9 ]-octacos-18-ene-2,3,10,16-tetraone). The reactants are C(C)C1C(CC(C(C(OC(C2CCCCN2C(C(C2(C(CC(C(C(CC(CC(=C1)C)C)OC)O2)OC)C)O)=O)=O)=O)C(=CC2CC(C(CC2)S(=O)(=O)C2=C(C=CC=C2)[N+](=O)[O-])O)C)C)O)=O (17-ethyl-1,14-dihydroxy-12-{2'-[4"-(o-nitrobenzenesulfonyl)-3"-hydroxycyclohexyl]-1'-methylvinyl}-23,25-dimethoxy-13,19,21,27-tetramethyl-11,28-dioxa-4-azatricyclo[22.3.1.04,9 ]octacos-18-ene-2,3,10,16-tetraone), [N-]=[N+]=[N-].[Na+] (sodium azide), O (water). Reaction conditions: temperature 80 celsius. RXN SMILES: [CH2:1]([O:8][NH:9][C:10](=[O:19])[CH2:11][CH2:12][CH2:13][CH2:14][CH2:15][CH2:16][CH2:17]Br)[C:2]1[CH:7]=[CH:6][CH:5]=[CH:4][CH:3]=1.[OH:20][C:21]1[CH:33]=[CH:32][C:31]2[C:30]3[C:25](=[CH:26][CH:27]=[CH:28][CH:29]=3)[C:24](=[O:34])[C:23]=2[CH:22]=1.C(=O)([O-])[O-].[K+].[K+]>CN(C)C=O>[CH2:1]([O:8][NH:9][C:10](=[O:19])[CH2:11][CH2:12][CH2:13][CH2:14][CH2:15][CH2:16][CH2:17][O:20][C:21]1[CH:33]=[CH:32][C:31]2[C:30]3[C:25](=[CH:26][CH:27]=[CH:28][CH:29]=3)[C:24](=[O:34])[C:23]=2[CH:22]=1)[C:2]1[CH:7]=[CH:6][CH:5]=[CH:4][CH:3]=1 |f:2.3.4|. The product is C(C1=CC=CC=C1)ONC(CCCCCCCOC1=CC=2C(C3=CC=CC=C3C2C=C1)=O)=O (8-(9-oxo-9H-fluoren-2-yloxy)-octanoic acid benzyloxyamide). Starting materials: C(C1=CC=CC=C1)ONC(CCCCCCCBr)=O (8-bromo-octanoic acid benzyloxy-amide), OC1=CC=2C(C3=CC=CC=C3C2C=C1)=O (2-hydroxy-fluoren-9-one), C([O-])([O-])=O.[K+].[K+] (potassium carbonate). Procedure details: In a manner analogous to that of example 1(b), 8-bromo-octanoic acid benzyloxy-amide (example 1(a); 0.3 g, 1.3 mmol) was reacted with 2-hydroxy-fluoren-9-one (0.30 g, 1.5 mmol) in the presence of potassium carbonate (0.21 g, 1.5 mmol) and dimethyl formamide (10 ml) to give 8-(9-oxo-9H-fluoren-2-yloxy)-octanoic acid benzyloxyamide as an almost colorless wax (yield 0.43 g, 63%; purified by column chromatography using silica gel and ethyl acetate: heptane=1:1 as eluent). MS (M−H+)=442. Solvent: CN(C=O)C (dimethyl formamide). Reactants: suspension, C(CCCCCCCCCCCCCCC)(=O)Cl (palmitoyl chloride), C1CCOC1 (THF), Cl (HCl), N#CN.[Na] (sodium cyanamide). Run in O (water). Conditions: time 43 hour. Product: C(CCCCCCCCCCCCCCC)(=O)NC#N (Palmitoylcyanamide). The yield is 96.3%. RXN SMILES: [C:1](Cl)(=[O:17])[CH2:2][CH2:3][CH2:4][CH2:5][CH2:6][CH2:7][CH2:8][CH2:9][CH2:10][CH2:11][CH2:12][CH2:13][CH2:14][CH2:15][CH3:16].C1COCC1.[N:24]#[C:25][NH2:26].[Na].Cl>O>[C:1]([NH:26][C:25]#[N:24])(=[O:17])[CH2:2][CH2:3][CH2:4][CH2:5][CH2:6][CH2:7][CH2:8][CH2:9][CH2:10][CH2:11][CH2:12][CH2:13][CH2:14][CH2:15][CH3:16] |f:2.3,^1:26|. Reported procedure: A solution of palmitoyl chloride (5.5 g, 0.020 mol) in 50 ml of freshly distilled dry THF was added drop-wise to a suspension of sodium cyanamide (3.84 g. 0.060 mol) in 150 ml of freshly distilled dry THF at ice bath temperature. After the addition, the ice bath was removed and the reaction was allowed to proceed at 25° C for 43 hours. The solids that formed were filtered to yield 8.48 g of waxy solid residue. The residue was ground to a fine powder and stirred in 150 ml of distilled water at ic...